From a dataset of the Open Reaction Database (ORD), a public repository of structured organic reaction records. describe an organic reaction: reactants, conditions, products, and yield RXN SMILES: [CH3:1][O:2][C:3]1[CH:4]=[C:5]([C:13]2[S:14][C:15]([C:19](=O)[CH3:20])=[C:16]([CH3:18])[N:17]=2)[CH:6]=[C:7]([O:11][CH3:12])[C:8]=1[O:9][CH3:10].C(O)C.[OH-].[Na+].Cl.[NH2:28][NH:29][C:30]([NH2:32])=[O:31]>O>[CH3:1][O:2][C:3]1[CH:4]=[C:5]([C:13]2[S:14][C:15]([C:19](=[N:28][NH:29][C:30]([NH2:32])=[O:31])[CH3:20])=[C:16]([CH3:18])[N:17]=2)[CH:6]=[C:7]([O:11][CH3:12])[C:8]=1[O:9][CH3:10] |f:2.3,4.5|. Reported procedure: 2-(3,4,5-trimethoxyphenyl)-4-methyl-5-acetylthiazole (3.7 g corresponding to its 0.012 mol) was dissolved into 50 ml of ethanol, and 32 ml of an aqueous 2% solution of sodium hydroxide (0.013 mol) and 1.8 g (0.016 mol) of semicarbazide hydrochloride were added to the solution. The whole mixture was then heated for 5 hours under a reflux condenser. After cooling the reaction mixture to room temperature, the mixture was introduced into one liter of iced water. The precipitate which separated was c... The product is COC=1C=C(C=C(C1OC)OC)C=1SC(=C(N1)C)C(C)=NNC(=O)N (2-(3,4,5-trimethoxyphenyl)-4-methyl-5-acetylthiazole-semicarbazone). The reactants are COC=1C=C(C=C(C1OC)OC)C=1SC(=C(N1)C)C(C)=O (2-(3,4,5-trimethoxyphenyl)-4-methyl-5-acetylthiazole), C(C)O (ethanol), solution, [OH-].[Na+] (sodium hydroxide), Cl.NNC(=O)N (semicarbazide hydrochloride). The solvent is O (water). The yield is 69.0%. Reactants: CC1=NC(=CC=C1C=O)C1=CC(=CC=C1)C(F)(F)F (2-methyl-6-(3-trifluoromethyl-phenyl)-pyridine-3-carbaldehyde), C(CC)[Mg]Cl (propyl magnesium chloride), ice NH4Cl. Run in C1CCOC1 (THF). Product: CC1=NC(=CC=C1C(CCC)O)C1=CC(=CC=C1)C(F)(F)F ([rac]-1-[2-Methyl-6-(3-trifluoromethyl-phenyl)-pyridin-3-yl]-butan-1-ol). As a reaction SMILES: [CH3:1][C:2]1[C:7]([CH:8]=[O:9])=[CH:6][CH:5]=[C:4]([C:10]2[CH:15]=[CH:14][CH:13]=[C:12]([C:16]([F:19])([F:18])[F:17])[CH:11]=2)[N:3]=1.[CH2:20]([Mg]Cl)[CH2:21][CH3:22]>C1COCC1>[CH3:1][C:2]1[C:7]([CH:8]([OH:9])[CH2:20][CH2:21][CH3:22])=[CH:6][CH:5]=[C:4]([C:10]2[CH:15]=[CH:14][CH:13]=[C:12]([C:16]([F:17])([F:19])[F:18])[CH:11]=2)[N:3]=1. Reported procedure: 0.600 g (2.26 mmol) of the above prepared 2-methyl-6-(3-trifluoromethyl-phenyl)-pyridine-3-carbaldehyde (example 3A]) was dissolved in 11.3 ml of abs. THF and treated at −78° C. with 1.2 ml of 2M propyl magnesium chloride solution (in EtOEt, 1.06 eq.). After stirring for 15 Min. at 0° C., the reaction mixture was carefully poured onto crashed ice/NH4Cl, extracted twice with AcOEt, washed with water, dried over sodium sulfate, and evaporated to dryness. Flash chromatography (SiO2, hexane/AcOEt=8/... Reactants: O=C([O-])[O-], C1CCOC1, COc1cc(Nc2nc(C(=O)O)c(C)s2)ccc1Cl, O=C(Cl)c1ccc(Cl)cc1Cl, [K+], [K+]. Product: COc1cc(N(C(=O)c2ccc(Cl)cc2Cl)c2nc(C(=O)O)c(C)s2)ccc1Cl. RXN SMILES: [C:31](=[O:32])([O-:33])[O-:34].[CH2:37]1[O:38][CH2:39][CH2:40][CH2:41]1.[Cl:1][c:2]1[c:3]([O:18][CH3:19])[cH:4][c:5]([NH:8][c:9]2[s:10][c:11]([CH3:17])[c:12]([C:14](=[O:15])[OH:16])[n:13]2)[cH:6][cH:7]1.[Cl:20][c:21]1[c:22]([C:23](=[O:24])[Cl:25])[cH:26][cH:27][c:28]([Cl:30])[cH:29]1.[K+:35].[K+:36]>>[Cl:1][c:2]1[c:3]([O:18][CH3:19])[cH:4][c:5]([N:8]([c:9]2[s:10][c:11]([CH3:17])[c:12]([C:14](=[O:15])[OH:16])[n:13]2)[C:23]([c:22]2[c:21]([Cl:20])[cH:29][c:28]([Cl:30])[cH:27][cH:26]2)=[O:24])[cH:6][cH:7]1. The reactants are FC=1C=C(C=C(C1)F)CC(=O)N[C@@H](C(C)C)C(=O)O (N-[(3,5-Difluorophenyl)acetyl]-L-valine), FC=1C=C(C=C(C1)F)CC(=O)N[C@@H](CCSC)C(=O)OC (Methyl N-[(3,5-difluorophenyl)acetyl]-L-methioninate). Yields the product FC=1C=C(C=C(C1)F)CC(=O)N[C@@H](CCSC)C(=O)O (N-[(3,5-Difluorophenyl)acetyl]-L-methionine). Yield: 82.7%. As a reaction SMILES: FC1C=C(CC(N[C@H](C(O)=O)C(C)C)=O)C=C(F)C=1.[F:20][C:21]1[CH:22]=[C:23]([CH2:28][C:29]([NH:31][C@H:32]([C:37]([O:39]C)=[O:38])[CH2:33][CH2:34][S:35][CH3:36])=[O:30])[CH:24]=[C:25]([F:27])[CH:26]=1>>[F:20][C:21]1[CH:22]=[C:23]([CH2:28][C:29]([NH:31][C@H:32]([C:37]([OH:39])=[O:38])[CH2:33][CH2:34][S:35][CH3:36])=[O:30])[CH:24]=[C:25]([F:27])[CH:26]=1. Reported procedure: A method similar to that used for the preparation of (107b) was used except that methyl N-[(3,5-difluorophenyl)acetyl]-L-methioninate (109a) (300 mg) was used instead of methyl N-[(3,5-difluorophenyl)acetyl]-L-valinate to afford the desired product (237 mg). This material was not further characterized but used in the next step. The reactants are OC(C(C)C)(C=1N=CN(C1)C(C1=CC=CC=C1)(C1=CC=CC=C1)C1=CC=CC=C1)C=1C=C2C=CC(=CC2=CC1)C(=O)NC(C)C (6-[1-hydroxy-2-methyl-1-(1-trityl-1H-imidazol-4-yl)propyl)-N-isopropyl-2-naphthamide), [Cl-].[NH+]1=CC=CC=C1 (pyridinium chloride). Solvent: CO (methanol). Reaction conditions: temperature 60 celsius. Product: OC(C(C)C)(C=1N=CNC1)C=1C=C2C=CC(=CC2=CC1)C(=O)NC(C)C (6-[1-Hydroxy-1-(1H-imidazol-4-yl)-2-methylpropyl)-N-isopropyl-2-naphthamide). Yield: 84.5%. Reaction SMILES: [OH:1][C:2]([C:30]1[CH:31]=[C:32]2[C:37](=[CH:38][CH:39]=1)[CH:36]=[C:35]([C:40]([NH:42][CH:43]([CH3:45])[CH3:44])=[O:41])[CH:34]=[CH:33]2)([C:6]1[N:7]=[CH:8][N:9](C(C2C=CC=CC=2)(C2C=CC=CC=2)C2C=CC=CC=2)[CH:10]=1)[CH:3]([CH3:5])[CH3:4].[Cl-].[NH+]1C=CC=CC=1>CO>[OH:1][C:2]([C:30]1[CH:31]=[C:32]2[C:37](=[CH:38][CH:39]=1)[CH:36]=[C:35]([C:40]([NH:42][CH:43]([CH3:45])[CH3:44])=[O:41])[CH:34]=[CH:33]2)([C:6]1[N:7]=[CH:8][NH:9][CH:10]=1)[CH:3]([CH3:5])[CH3:4] |f:1.2|. Reported procedure: A mixture of 6-[1-hydroxy-2-methyl-1-(1-trityl-1H-imidazol-4-yl)propyl)-N-isopropyl-2-naphthamide (16.6 g) and pyridinium chloride (6.46 g) in methanol (84 mL) was heated at 60° C. for 3 h. The solvent was evaporated and the residue was dissolved in chloroform, which was washed with saturated sodium bicarbonate solution, dried and concentrated. The residue was purified by column chromatography (eluent; CHCl3: 8% methanolic ammonia=19:1→9:1) to give the titled compound (8.3 g) as a colorless powd... The reactants are Cc1cc(Br)cnc1N1CCN(C(=O)OC(C)(C)C)CC1, Cc1ccccc1, CC=CB(O)O, [K+], [K+], [K+], O, O=P([O-])([O-])[O-]. Product: CC=Cc1cnc(N2CCN(C(=O)OC(C)(C)C)CC2)c(C)c1. Reaction SMILES: [C:1]([CH3:2])([CH3:3])([CH3:4])[O:5][C:6](=[O:7])[N:8]1[CH2:9][CH2:10][N:11]([c:14]2[n:15][cH:16][c:17]([Br:21])[cH:18][c:19]2[CH3:20])[CH2:12][CH2:13]1.[CH3:36][c:37]1[cH:38][cH:39][cH:40][cH:41][cH:42]1.[CH:30](=[CH:31][CH3:32])[B:33]([OH:34])[OH:35].[K+:27].[K+:28].[K+:29].[OH2:43].[P:22]([O-:23])([O-:24])([O-:25])=[O:26]>>[C:1]([CH3:2])([CH3:3])([CH3:4])[O:5][C:6](=[O:7])[N:8]1[CH2:9][CH2:10][N:11]([c:14]2[n:15][cH:16][c:17]([CH:30]=[CH:31][CH3:32])[cH:18][c:19]2[CH3:20])[CH2:12][CH2:13]1.